From a dataset of the Open Reaction Database (ORD), a public repository of structured organic reaction records. describe an organic reaction: reactants, conditions, products, and yield The reactants are CN(C)C=O, O=C(O)c1ccc(Cl)cc1[N+](=O)[O-], Cl, O=S(Cl)Cl. Yields the product O=C(Cl)c1ccc(Cl)cc1[N+](=O)[O-]. Reaction SMILES: [CH3:19][N:20]([CH3:21])[CH:22]=[O:23].[Cl:1][c:2]1[cH:3][c:4]([N+:11](=[O:12])[O-:13])[c:5]([C:6](=[O:7])[OH:8])[cH:9][cH:10]1.[ClH:18].[S:14]([Cl:15])([Cl:16])=[O:17]>>[Cl:1][c:2]1[cH:3][c:4]([N+:11](=[O:12])[O-:13])[c:5]([C:6](=[O:7])[Cl:16])[cH:9][cH:10]1. Reported procedure: To a solution of 4-methoxy-3,5-dimethylaniline (5 g) and ethyl 2-cyclobutylideneacetate (10 g) in 6 mL toluene, under nitrogen was added by syringe 1mL HCl (4M in dioxane). After refluxing the solution for 3 days, the mixture was concentrated, water was added, and the solution was extracted with ethyl acetate (3×20 mL). The combined organic layers were dried over Na2SO4 and the solvent was removed by evaporation. The crude compound was purified by column chromatography (10% ethyl acetate/hexane)... Starting materials: COC1=C(C=C(N)C=C1C)C (4-methoxy-3,5-dimethylaniline), C1(CCC1)=CC(=O)OCC (ethyl 2-cyclobutylideneacetate), Cl (HCl). The product is COC1=C(C=C(C=C1C)NC1(CCC1)CC(=O)OCC)C (ethyl 2-(1-(4-methoxy-3,5-dimethylphenylamino)-cyclobutyl)acetate). The solvent is C1(=CC=CC=C1)C (toluene). Isolated yield 10.4%. RXN SMILES: [CH3:1][O:2][C:3]1[C:9]([CH3:10])=[CH:8][C:6]([NH2:7])=[CH:5][C:4]=1[CH3:11].[C:12]1(=[CH:16][C:17]([O:19][CH2:20][CH3:21])=[O:18])[CH2:15][CH2:14][CH2:13]1.Cl>C1(C)C=CC=CC=1>[CH3:1][O:2][C:3]1[C:4]([CH3:11])=[CH:5][C:6]([NH:7][C:12]2([CH2:16][C:17]([O:19][CH2:20][CH3:21])=[O:18])[CH2:15][CH2:14][CH2:13]2)=[CH:8][C:9]=1[CH3:10]. Reactants: C(C)(C)(C)OC(N[C@H](CC1=CC=CC=C1)[C@H]1OC1)=O ([(1R)-1-{(2R)-oxiran-2-yl}-2-phenyl-ethyl]carbamic acid tert-butylester), N1N=CC2=CC=CC=C12 (indazole). Product: C(C)(C)(C)OC(N[C@@H]([C@H](CN1N=CC2=CC=CC=C12)O)CC1=CC=CC=C1)=O ([(1R,2S)-1-Benzyl-2-hydroxy-3-indazol-1-yl-propyl]-carbamic acid tert-butyl ester). RXN SMILES: [C:1]([O:5][C:6](=[O:19])[NH:7][C@@H:8]([C@@H:16]1[CH2:18][O:17]1)[CH2:9][C:10]1[CH:15]=[CH:14][CH:13]=[CH:12][CH:11]=1)([CH3:4])([CH3:3])[CH3:2].[NH:20]1[C:28]2[C:23](=[CH:24][CH:25]=[CH:26][CH:27]=2)[CH:22]=[N:21]1>>[C:1]([O:5][C:6](=[O:19])[NH:7][C@H:8]([CH2:9][C:10]1[CH:15]=[CH:14][CH:13]=[CH:12][CH:11]=1)[C@@H:16]([OH:17])[CH2:18][N:20]1[C:28]2[C:23](=[CH:24][CH:25]=[CH:26][CH:27]=2)[CH:22]=[N:21]1)([CH3:4])([CH3:3])[CH3:2]. Reported procedure: Using general procedure 4 and purification method E with [(1R)-1-{(2R)-oxiran-2-yl}-2-phenyl-ethyl]carbamic acid tert-butylester (0.25 g, 0.95 mmol) and indazole (0.56 g, 4.74 mmol) gives the title compound. The reactants are CSc1ccccc1N1CCNCC1, ClCc1nc2cscc2[nH]1. Product: CSc1ccccc1N1CCN(Cc2nc3cscc3[nH]2)CC1. As a reaction SMILES: [CH3:11][S:12][c:13]1[c:14]([N:19]2[CH2:20][CH2:21][NH:22][CH2:23][CH2:24]2)[cH:15][cH:16][cH:17][cH:18]1.[Cl:1][CH2:2][c:3]1[n:4][c:5]2[c:6]([nH:7]1)[cH:8][s:9][cH:10]2>>[CH2:2]([c:3]1[n:4][c:5]2[c:6]([nH:7]1)[cH:8][s:9][cH:10]2)[N:22]1[CH2:21][CH2:20][N:19]([c:14]2[c:13]([S:12][CH3:11])[cH:18][cH:17][cH:16][cH:15]2)[CH2:24][CH2:23]1. The reactants are C(=O)C=CC(=O)OC (methyl 3-formylacrylate), Cl.C(CCCC)(=N)N (Valeramidine hydrochloride), [H-].[Na+] (Sodium hydride), C(C)O (ethanol). Solvent: C1=CC=CC=C1 (benzene). Product: C(CCC)C=1NC=C(N1)CC(=O)OCC (2-n-Butylimidazole-4-acetic Acid. Ethyl Ester). RXN SMILES: [H-].[Na+].Cl.[C:4]([NH2:10])(=[NH:9])[CH2:5][CH2:6][CH2:7][CH3:8].[CH:11]([CH:13]=[CH:14][C:15]([O:17][CH3:18])=[O:16])=O.[CH2:19](O)C>C1C=CC=CC=1>[CH2:5]([C:4]1[NH:9][CH:11]=[C:13]([CH2:14][C:15]([O:17][CH2:18][CH3:19])=[O:16])[N:10]=1)[CH2:6][CH2:7][CH3:8] |f:0.1,2.3|. Reported procedure: Sodium hydride (2.82 g, 0,117 mol) was dissolved in 30 ml of absolute ethanol at 0° C. Valeramidine hydrochloride (16.71 g, 0.123 mol) was added to this solution, and after 15 minutes the solution was filtered and the collected solid was washed with 20 ml of ethanol and 50 ml of benzene. The combined filtrates were diluted with 750 ml of benzene, 15 g (0.117 mol) of methyl 3-formylacrylate was added, and the mixture was refluxed for 18.5 h using a trap to remove water. The solvents were removed ... Starting materials: C(OC)(OC)OC (Trimethyl orthoformate), N/C(=C(/C#N)\N)/C#N (diaminomaleonitrile), CO (methanol). Solvent: O1CCOCC1 (1,4-dioxane). Yields the product N/C(/C#N)=C(/C#N)\N=COC (2-amino-3-(methoxymethylenamino) maleonitrile). Yield: 74.7%. As a reaction SMILES: [CH:1](OC)(OC)[O:2][CH3:3].[NH2:8]/[C:9](/[C:14]#[N:15])=[C:10](\[NH2:13])/[C:11]#[N:12].CO>O1CCOCC1>[NH2:13]/[C:10](=[C:9](\[N:8]=[CH:1][O:2][CH3:3])/[C:14]#[N:15])/[C:11]#[N:12]. Reported procedure: Trimethyl orthoformate (31-8 g; 0.3 mol) was added dropwise to a slowly distilling solution of diaminomaleonitrile (32.4 g; 0.3 tool) in 1,4-dioxane (250 mL). The methanol that formed during the reaction was removed by distillation. The reaction mixture was concentrated in vacuo and cooled to room temperature. The precipitate was collected and crystallized from THF-pentane to yield 33.6 g (62%) of 2-amino-3-(methoxymethylenamino) maleonitrile having a melting point of 138°-139° C.